Task: describe an organic reaction: reactants, conditions, products, and yield. Dataset: the Open Reaction Database (ORD), a public repository of structured organic reaction records As a reaction SMILES: [BH4-:34].[CH3:38][OH:39].[CH:24]([c:25]1[cH:26][cH:27][c:28]([O:31][CH3:32])[cH:29][cH:30]1)=[O:33].[Cl:35][CH2:36][Cl:37].[NH2:1][CH:2]([CH2:3][c:4]1[cH:5][nH:6][c:7]2[cH:8][cH:9][cH:10][cH:11][c:12]12)[c:13]1[nH:14][cH:15][c:16](-[c:18]2[cH:19][cH:20][cH:21][cH:22][cH:23]2)[n:17]1>>[NH:1]([CH:2]([CH2:3][c:4]1[cH:5][nH:6][c:7]2[cH:8][cH:9][cH:10][cH:11][c:12]12)[c:13]1[nH:14][cH:15][c:16](-[c:18]2[cH:19][cH:20][cH:21][cH:22][cH:23]2)[n:17]1)[CH2:24][c:25]1[cH:26][cH:27][c:28]([O:31][CH3:32])[cH:29][cH:30]1. Product: COc1ccc(CNC(Cc2c[nH]c3ccccc23)c2nc(-c3ccccc3)c[nH]2)cc1. Reactants: [BH4-], CO, COc1ccc(C=O)cc1, ClCCl, NC(Cc1c[nH]c2ccccc12)c1nc(-c2ccccc2)c[nH]1. Starting materials: CCOC(=O)/N=N/C(=O)OCC (DEAD), FC(CCCCOC=1C=NC(=NC1)C1=CC=C(C=C1)O)(C(C(C(F)(F)F)(F)F)(F)F)F (4-[5-(5,5,6,6,7,7,8,8,8-nonafluorooctyloxy)-pyrimidin-2-yl]-phenol), C(CCC\C=C\CCCC)O (trans-5-decen-1-ol), C1(=CC=CC=C1)P(C1=CC=CC=C1)C1=CC=CC=C1 (triphenylphosphine). Solvent: C1CCOC1 (THF), C1CCOC1 (THF). Run at time 16 hour. The product is C(CCC\C=C\CCCC)OC1=CC=C(C=C1)C1=NC=C(C=N1)OCCCCC(C(C(C(F)(F)F)(F)F)(F)F)(F)F (Trans-2-(4-Dec-5-enyloxy-phenyl)-5-(5,5,6,6,7,7,8,8,8-nonafluoro-octyloxy)-pyrimidine). Reaction SMILES: CCOC(/N=N/C(OCC)=O)=O.[F:13][C:14]([F:43])([C:33]([F:42])([F:41])[C:34]([F:40])([F:39])[C:35]([F:38])([F:37])[F:36])[CH2:15][CH2:16][CH2:17][CH2:18][O:19][C:20]1[CH:21]=[N:22][C:23]([C:26]2[CH:31]=[CH:30][C:29]([OH:32])=[CH:28][CH:27]=2)=[N:24][CH:25]=1.[CH2:44](O)[CH2:45][CH2:46][CH2:47]/[CH:48]=[CH:49]/[CH2:50][CH2:51][CH2:52][CH3:53].C1(P(C2C=CC=CC=2)C2C=CC=CC=2)C=CC=CC=1>C1COCC1>[CH2:44]([O:32][C:29]1[CH:28]=[CH:27][C:26]([C:23]2[N:22]=[CH:21][C:20]([O:19][CH2:18][CH2:17][CH2:16][CH2:15][C:14]([F:13])([F:43])[C:33]([F:41])([F:42])[C:34]([F:39])([F:40])[C:35]([F:36])([F:37])[F:38])=[CH:25][N:24]=2)=[CH:31][CH:30]=1)[CH2:45][CH2:46][CH2:47]/[CH:48]=[CH:49]/[CH2:50][CH2:51][CH2:52][CH3:53]. Procedure: A solution of DEAD (0.261 g, 1.50 mmol) in THF (20) was added dropwise to a stirred solution of 4-[5-(5,5,6,6,7,7,8,8,8-nonafluorooctyloxy)-pyrimidin-2-yl]-phenol (0.693 g, 1.50 mmol), trans-5-decen-1-ol (0.234 g, 1.50 mmol) and triphenylphosphine (0.399 g, 1.50 mmol) in THF (30) and the reaction mixture stirred at room temperature for 16 h. The solvent was removed in vacuo and the residues purified by column chromatography [silica gel, eluted with hexane/ethyl acetate (4:1)] to yield a colorles... Reactants: BrC(C(=O)NC1=NOC(=C1)C(C)(C)C)(C)C (2-bromo-N-(5-tert-butyl-isoxazol-3-yl)-2-methyl-propionamide), [Na+].C(CC)S(=O)[O-] (1-propanesulfinic acid sodium salt), Cl (HCl), N1=CC=CC=C1 (Pyridine). Run in CN(C)C=O (DMF). Run at temperature 50 celsius, time 18 hour. Yields the product C(C)(C)(C)C1=CC(=NO1)NC(C(C)(S(=O)(=O)CCC)C)=O (N-(5-tert-butyl-isoxazol-3-yl)-2-methyl-2-(propane-1-sulfonyl)-propionamide). The yield is 49.4%. As a reaction SMILES: Br[C:2]([CH3:16])([CH3:15])[C:3]([NH:5][C:6]1[CH:10]=[C:9]([C:11]([CH3:14])([CH3:13])[CH3:12])[O:8][N:7]=1)=[O:4].[Na+].[CH2:18]([S:21]([O-:23])=[O:22])[CH2:19][CH3:20].N1C=CC=CC=1.Cl>CN(C=O)C>[C:11]([C:9]1[O:8][N:7]=[C:6]([NH:5][C:3](=[O:4])[C:2]([CH3:16])([S:21]([CH2:18][CH2:19][CH3:20])(=[O:23])=[O:22])[CH3:15])[CH:10]=1)([CH3:14])([CH3:13])[CH3:12] |f:1.2|. Procedure details: To a solution of 160 mg (0.55 mmol) of 2-bromo-N-(5-tert-butyl-isoxazol-3-yl)-2-methyl-propionamide in DMF (3 mL) were added 87 mg (0.71 mmol) of 1-propanesulfinic acid sodium salt in one portion. Pyridine (48 μL) was added and the reaction was stirred at 50° C. for 18 h. The mixture was acidified with 1M aqueous HCl solution (1 mL) and extracted with diethyl ether (3×3 mL). The combined organic layers were dried over Na2SO4 and filtered. The filtrate was concentrated under reduced pressure. The...